From a dataset of the Open Reaction Database (ORD), a public repository of structured organic reaction records. describe an organic reaction: reactants, conditions, products, and yield Reactants: C1(CCCCC1)N (cyclohexylamine), [Cl-] (chloride), ClC[Si](C)(C)OCC ((chloromethyl)ethoxydimethylsilane). Conditions: temperature 30 celsius. Product: C1(CCCCC1)NC[Si](C)(C)OCC ((N-cyclohexylaminomethyl)ethoxydimethylsilane). Yield: 61.0%. Reaction SMILES: [CH:1]1([NH2:7])[CH2:6][CH2:5][CH2:4][CH2:3][CH2:2]1.Cl[CH2:9][Si:10]([O:13][CH2:14][CH3:15])([CH3:12])[CH3:11].[Cl-]>>[CH:1]1([NH:7][CH2:9][Si:10]([O:13][CH2:14][CH3:15])([CH3:12])[CH3:11])[CH2:6][CH2:5][CH2:4][CH2:3][CH2:2]1. Procedure: In a 500 ml three-necked flask having a reflux condenser, KPG stirrer and thermometer, 176 g of commercial cyclohexylamine (water content ≦2%) were heated to 100° C., and 122 g of (chloromethyl)ethoxydimethylsilane were added over the course of 30 min with stirring. After the end of the addition, the mixture was stirred for two hours under reflux and cooled to 30° C., and the white precipitate formed was filtered using a pressure filter, and rinsed with cyclohexylamine. Filtrate and wash solutio... Starting materials: BrC=1C=C2CN(C(C2=CC1)=O)[C@@H](C(=O)OC)C(C)C ((R)-Methyl 2-(5-bromo-1-oxoisoindolin-2-yl)-3-methylbutanoate), BrC1=CC(=C(C(=O)OC)C=C1)CBr (Methyl 4-bromo-2-(bromomethyl)benzoate), Cl.COC(C(N)C1=CC=CC=C1)=O (2-phenyl glycine methyl ester hydrochloride). The product is BrC=1C=C2CN(C(C2=CC1)=O)C1(CCCC1)C(=O)OC (Methyl 1-(5-bromo-1-oxoisoindolin-2-yl)cyclopentanecarboxylate). Reaction SMILES: [Br:1][C:2]1[CH:3]=[C:4]2[C:8](=[CH:9][CH:10]=1)[C:7](=[O:11])[N:6]([C@H:12]([CH:17]([CH3:19])C)[C:13]([O:15][CH3:16])=[O:14])[CH2:5]2.Br[C:21]1C=CC(C(OC)=O)=C(CBr)[CH:22]=1.Cl.COC(=O)C(C1C=CC=CC=1)N>>[Br:1][C:2]1[CH:3]=[C:4]2[C:8](=[CH:9][CH:10]=1)[C:7](=[O:11])[N:6]([C:12]1([C:13]([O:15][CH3:16])=[O:14])[CH2:17][CH2:19][CH2:22][CH2:21]1)[CH2:5]2 |f:2.3|. Procedure: The compound of example 368 was prepared analogous to compound of example 359 by reaction of the compound of example 358 and 2-phenyl glycine methyl ester hydrochloride. Starting materials: COC(=O)Cc1cc2ccc(F)cc2c(OCc2ccccc2)c1C, CO. Yields the product COC(=O)Cc1cc2ccc(F)cc2c(O)c1C. As a reaction SMILES: [CH3:1][O:2][C:3]([CH2:4][c:5]1[cH:6][c:7]2[cH:8][cH:9][c:10]([F:24])[cH:11][c:12]2[c:13]([O:16][CH2:17][c:18]2[cH:19][cH:20][cH:21][cH:22][cH:23]2)[c:14]1[CH3:15])=[O:25].[CH3:26][OH:27]>>[CH3:1][O:2][C:3]([CH2:4][c:5]1[cH:6][c:7]2[cH:8][cH:9][c:10]([F:24])[cH:11][c:12]2[c:13]([OH:16])[c:14]1[CH3:15])=[O:25]. Starting materials: [Fe+2], [Fe], CCOC(=O)Cc1ccsc1[N+](=O)[O-], C1COCCO1, O, O, O, O, O, O, O, O=S(=O)([O-])[O-]. Product: CCOC(=O)Cc1ccsc1N. Reaction SMILES: [Fe+2:34].[Fe:21].[N+:1]([O-:2])(=[O:3])[c:4]1[s:5][cH:6][cH:7][c:8]1[CH2:9][C:10](=[O:11])[O:12][CH2:13][CH3:14].[O:15]1[CH2:16][CH2:17][O:18][CH2:19][CH2:20]1.[OH2:22].[OH2:23].[OH2:24].[OH2:25].[OH2:26].[OH2:27].[OH2:28].[S:29]([O-:30])([O-:31])(=[O:32])=[O:33]>>[NH2:1][c:4]1[s:5][cH:6][cH:7][c:8]1[CH2:9][C:10](=[O:11])[O:12][CH2:13][CH3:14].